From a dataset of the Open Reaction Database (ORD), a public repository of structured organic reaction records. describe an organic reaction: reactants, conditions, products, and yield Reactants: C(C1=CC=CC=C1)OC(NC=1C=NC(=C(C1)F)C)=O ((5-fluoro-6-methyl-pyridin-3-yl)-carbamic acid benzyl ester). Reagents/catalysts: [Pd] (Pd/C). Conditions: time 1 hour. Yields the product FC=1C=C(C=NC1C)N (5-fluoro-6-methyl-pyridin-3-ylamine). As a reaction SMILES: C(OC(=O)[NH:10][C:11]1[CH:12]=[N:13][C:14]([CH3:18])=[C:15]([F:17])[CH:16]=1)C1C=CC=CC=1>[Pd]>[F:17][C:15]1[CH:16]=[C:11]([NH2:10])[CH:12]=[N:13][C:14]=1[CH3:18]. Procedure: A flask is charged with (5-fluoro-6-methyl-pyridin-3-yl)-carbamic acid benzyl ester (0.20 g, 0.23 mmol) and 10% Pd/C (0.09 g, 0.08 mmol). The atmosphere is evacuated and refilled with Ar three times. To this mixture is added MeOH (10 mL). The reaction mixture is placed under an atmosphere of H2 and stirred at room temperature for 1 h. The mixture is filtered through a syringe filter and concentrated under reduced pressure to provide 5-fluoro-6-methyl-pyridin-3-ylamine as a solid. Isolated yield 86.3%. Reported procedure: A mixture of sarcosine benzyl ester (3.0 g, 30.7 mmol) and succinic anhydride (5.5 g, 30.7 mmol) in toluene (75 mL) was heated to reflux for 3 h, cooled, filtered, and the filtrate was concentrated. The residue was taken up in 5% aqueous sodium carbonate and extracted with ethyl acetate. The aqueous phase was adjusted to pH 3 with concentrated hydrochloric using Congo Red paper and extracted with ethyl acetate. The organic phase was washed with water, dried (magnesium sulfate) and concentrated t... Starting materials: C(C1=CC=CC=C1)OC(CNC)=O (sarcosine benzyl ester), C1(CCC(=O)O1)=O (succinic anhydride). RXN SMILES: [CH2:1]([O:8][C:9](=[O:13])[CH2:10][NH:11][CH3:12])[C:2]1[CH:7]=[CH:6][CH:5]=[CH:4][CH:3]=1.[C:14]1(=[O:20])[O:19][C:17](=[O:18])[CH2:16][CH2:15]1>C1(C)C=CC=CC=1>[CH2:1]([O:8][C:9](=[O:13])[CH2:10][N:11]([C:14](=[O:20])[CH2:15][CH2:16][C:17]([OH:19])=[O:18])[CH3:12])[C:2]1[CH:7]=[CH:6][CH:5]=[CH:4][CH:3]=1. Run in C1(=CC=CC=C1)C (toluene). Product: C(C1=CC=CC=C1)OC(CN(C)C(CCC(=O)O)=O)=O (N-(3-Carboxypropanoyl)-N-methyl-glycine Benzyl Ester). The reactants are CO, COc1ccc(F)cc1C(C)(C)CC(O)(CO)C(F)(F)F, [O-][I+3]([O-])([O-])[O-], [Na+]. Product: COc1ccc(F)cc1C(C)(C)CC(=O)C(F)(F)F. RXN SMILES: [CH3:28][OH:29].[F:1][c:2]1[cH:3][cH:4][c:5]([O:20][CH3:21])[c:6]([C:8]([CH2:9][C:10]([CH2:11][OH:12])([OH:13])[C:14]([F:15])([F:16])[F:17])([CH3:18])[CH3:19])[cH:7]1.[I+3:22]([O-:23])([O-:24])([O-:25])[O-:26].[Na+:27]>>[F:1][c:2]1[cH:3][cH:4][c:5]([O:20][CH3:21])[c:6]([C:8]([CH2:9][C:10](=[O:13])[C:14]([F:15])([F:16])[F:17])([CH3:18])[CH3:19])[cH:7]1. The reactants are C(=O)OCCCN1C(N(C2=C(C1=O)C(=C(C=N2)OC2=CC(=CC=C2)C(F)(F)F)CC=2C=NC(=CC2)C(F)(F)F)C)=O (3-(1-methyl-2,4-dioxo-6-(3-(trifluoromethyl)phenoxy)-5-((6-(trifluoromethyl)pyridin-3-yl)methyl)-1,2-dihydropyrido[2,3-d]pyrimidin-3(4H)-yl)propyl formate), O[Li].O (LiOH.H2O). Run in C1CCOC1 (THF), O (water), CC(OCC)=O (EA), O (water). Reaction conditions: time 15 minute. Product: OCCCN1C(N(C2=C(C1=O)C(=C(C=N2)OC2=CC(=CC=C2)C(F)(F)F)CC=2C=NC(=CC2)C(F)(F)F)C)=O (3-(3-hydroxypropyl)-1-methyl-6-(3-(trifluoromethyl)phenoxy)-5-((6-(trifluoromethyl)pyridin-3-yl)methyl)pyrido[2,3-d]pyrimidine-2,4(1H,3H)-dione). The yield is 39.1%. RXN SMILES: C([O:3][CH2:4][CH2:5][CH2:6][N:7]1[C:12](=[O:13])[C:11]2[C:14]([CH2:29][C:30]3[CH:31]=[N:32][C:33]([C:36]([F:39])([F:38])[F:37])=[CH:34][CH:35]=3)=[C:15]([O:18][C:19]3[CH:24]=[CH:23][CH:22]=[C:21]([C:25]([F:28])([F:27])[F:26])[CH:20]=3)[CH:16]=[N:17][C:10]=2[N:9]([CH3:40])[C:8]1=[O:41])=O.O[Li].O>C1COCC1.O.CC(=O)OCC>[OH:3][CH2:4][CH2:5][CH2:6][N:7]1[C:12](=[O:13])[C:11]2[C:14]([CH2:29][C:30]3[CH:31]=[N:32][C:33]([C:36]([F:39])([F:38])[F:37])=[CH:34][CH:35]=3)=[C:15]([O:18][C:19]3[CH:24]=[CH:23][CH:22]=[C:21]([C:25]([F:26])([F:27])[F:28])[CH:20]=3)[CH:16]=[N:17][C:10]=2[N:9]([CH3:40])[C:8]1=[O:41] |f:1.2|. Procedure: To a solution of 3-(1-methyl-2,4-dioxo-6-(3-(trifluoromethyl)phenoxy)-5-((6-(trifluoromethyl)pyridin-3-yl)methyl)-1,2-dihydropyrido[2,3-d]pyrimidin-3(4H)-yl)propyl formate (35 mg, 0.060 mmol) in THF (4 mL) and water (4 mL) was added LiOH.H2O (5.04 mg, 0.12 mmol). The reaction was stirred for 15 min then diluted with EA (5 mL) and water (5 mL). The organic layer was dried over Na2SO4 and concentrated to a residue which was purified by Prep HPLC to give 3-(3-hydroxypropyl)-1-methyl-6-(3-(trifluoro... Product: CC(CCOC(\C=C\C1=C(C=CC(=C1)C)O)=O)CCC1=CC=CC=C1 ((E)-3(2-Hydroxy-5-methyl-phenyl)-acrylic acid 3-methyl-5-phenyl-pentyl ester). Reported procedure: According to the same procedure, 3-(2-hydroxy-5-methyl-phenyl)-acrylic acid 3-methyl-5-phenyl-pentyl ester was prepared from 3-(2-hydroxy-5-methyl-phenyl)-acrylic acid ethyl ester, 3-methyl-5-phenyl-pentanol and tetraisopropyl-o-titanate. As a reaction SMILES: [CH3:1][CH:2]([CH2:18][CH2:19][C:20]1[CH:25]=[CH:24][CH:23]=[CH:22][CH:21]=1)[CH2:3][CH2:4][O:5][C:6](=[O:17])[CH:7]=[CH:8][C:9]1[CH:14]=[C:13]([CH3:15])[CH:12]=[CH:11][C:10]=1[OH:16].C(OC(=O)C=CC1C=C(C)C=CC=1O)C.CC(CCC1C=CC=CC=1)CCO>>[CH3:1][CH:2]([CH2:18][CH2:19][C:20]1[CH:21]=[CH:22][CH:23]=[CH:24][CH:25]=1)[CH2:3][CH2:4][O:5][C:6](=[O:17])/[CH:7]=[CH:8]/[C:9]1[CH:14]=[C:13]([CH3:15])[CH:12]=[CH:11][C:10]=1[OH:16]. Reactants: C(C)OC(C=CC1=C(C=CC(=C1)C)O)=O (3-(2-hydroxy-5-methyl-phenyl)-acrylic acid ethyl ester), CC(CCO)CCC1=CC=CC=C1 (3-methyl-5-phenyl-pentanol), tetraisopropyl-o-titanate, CC(CCOC(C=CC1=C(C=CC(=C1)C)O)=O)CCC1=CC=CC=C1 (3-(2-hydroxy-5-methyl-phenyl)-acrylic acid 3-methyl-5-phenyl-pentyl ester). Starting materials: O=C([O-])[O-], COc1ccc(OC)c(N)c1, CC#N, CI, [K+], [K+]. Yields the product CNc1cc(OC)ccc1OC. RXN SMILES: [C:12](=[O:13])([O-:14])[O-:15].[CH3:1][O:2][c:3]1[c:4]([NH2:5])[cH:6][c:7]([O:10][CH3:11])[cH:8][cH:9]1.[CH3:20][C:21]#[N:22].[I:18][CH3:19].[K+:16].[K+:17]>>[CH3:1][O:2][c:3]1[c:4]([NH:5][CH3:12])[cH:6][c:7]([O:10][CH3:11])[cH:8][cH:9]1. The product is C1(CCCCC1)N(C(=O)C1CCN(CC1)C1=NC=C(C=N1)C=1C=C(CN(C(CNC(OC(C)(C)C)=O)=O)C)C=CC1)C (tert-butyl (2-{[3-(2-{4-[cyclohexyl(methyl)carbamoyl]piperidin-1-yl}pyrimidin-5-yl)benzyl](methyl)amino}-2-oxoethyl)carbamate). Run in C(Cl)Cl (methylene chloride). Isolated yield 70.6%. Reaction conditions: time 3 hour. Procedure details: 1-{5-[3-({[N-(tert-Butoxycarbonyl)glycyl](methyl)amino}methyl)phenyl]pyrimidin-2-yl}piperidine-4-carboxylic acid (200 mg) and N-methylcyclohexanamine (94 mg) were suspended in methylene chloride (4 ml), and WSC hydrochloride (159 mg) and HOBt (112 mg) were added thereto, followed by stirring at room temperature for 3 hours. The reaction mixture was subjected to liquid separation with CHCl3 and a saturated aqueous sodium hydrogen carbonate solution. The organic layer was separated, and then the a... Reaction SMILES: [C:1]([O:5][C:6]([NH:8][CH2:9][C:10]([N:12]([CH2:14][C:15]1[CH:16]=[C:17]([C:21]2[CH:22]=[N:23][C:24]([N:27]3[CH2:32][CH2:31][CH:30]([C:33]([OH:35])=O)[CH2:29][CH2:28]3)=[N:25][CH:26]=2)[CH:18]=[CH:19][CH:20]=1)[CH3:13])=[O:11])=[O:7])([CH3:4])([CH3:3])[CH3:2].[CH3:36][NH:37][CH:38]1[CH2:43][CH2:42][CH2:41][CH2:40][CH2:39]1.CCN=C=NCCCN(C)C.Cl.C1C=CC2N(O)N=NC=2C=1>C(Cl)Cl>[CH:38]1([N:37]([CH3:36])[C:33]([CH:30]2[CH2:29][CH2:28][N:27]([C:24]3[N:23]=[CH:22][C:21]([C:17]4[CH:16]=[C:15]([CH:20]=[CH:19][CH:18]=4)[CH2:14][N:12]([CH3:13])[C:10](=[O:11])[CH2:9][NH:8][C:6](=[O:7])[O:5][C:1]([CH3:2])([CH3:3])[CH3:4])=[CH:26][N:25]=3)[CH2:32][CH2:31]2)=[O:35])[CH2:43][CH2:42][CH2:41][CH2:40][CH2:39]1 |f:2.3|. Reactants: C(C)(C)(C)OC(=O)NCC(=O)N(C)CC=1C=C(C=CC1)C=1C=NC(=NC1)N1CCC(CC1)C(=O)O (1-{5-[3-({[N-(tert-Butoxycarbonyl)glycyl](methyl)amino}methyl)phenyl]pyrimidin-2-yl}piperidine-4-carboxylic acid), CNC1CCCCC1 (N-methylcyclohexanamine), CCN=C=NCCCN(C)C.Cl (WSC hydrochloride), C=1C=CC2=C(C1)N=NN2O (HOBt). The reactants are C1(=CC=CC=C1)C1(OCCO1)C1=CC=C(C=C1)C (2-phenyl-2-(p-tolyl)-1,3-dioxolane), BrN1C(CCC1=O)=O (N-bromosuccinimide). The reagents and catalysts are CC(C)(C#N)N=NC(C)(C)C#N (AIBN). Solvent: C(Cl)(Cl)(Cl)Cl (CCl4). Product: BrCC1=CC=C(C=C1)C1(OCCO1)C1=CC=CC=C1 (2-(4-(bromomethyl)phenyl)-2-phenyl-1,3-dioxolane). Yield: 54.8%. Reaction SMILES: [C:1]1([C:7]2([C:12]3[CH:17]=[CH:16][C:15]([CH3:18])=[CH:14][CH:13]=3)[O:11][CH2:10][CH2:9][O:8]2)[CH:6]=[CH:5][CH:4]=[CH:3][CH:2]=1.[Br:19]N1C(=O)CCC1=O>CC(N=NC(C#N)(C)C)(C#N)C.C(Cl)(Cl)(Cl)Cl>[Br:19][CH2:18][C:15]1[CH:14]=[CH:13][C:12]([C:7]2([C:1]3[CH:6]=[CH:5][CH:4]=[CH:3][CH:2]=3)[O:8][CH2:9][CH2:10][O:11]2)=[CH:17][CH:16]=1. Procedure details: To a round-bottom flask were added 12 (3.54 g, 14.7 mmol, 1.0 equiv.), N-bromosuccinimide (2.9 g, 16.2 mmol, 1.1 equiv.), AIBN (48 mg, 0.29 mmol, 0.02 equiv.), and CCl4 (60 mL, 0.25 M). The reaction mixture was stirred at reflux for 6.5 hours. The reaction mixture was cooled to room temperature. The succinimide was filtered and washed with CC14. The filtrate was concentrated and crystallized from EtOAc/hexanes to yield 13 (2.57 g, 55%) as a white solid. 1H-NMR (500 MHz, CDCl3) δ 7.56-7.53 (m, 4H... The reactants are C1(=CC=CC=C1)S(=O)(=O)C=1C=NC2=C(C=CC=C2C1)C=C (3-(Phenylsulfonyl)-8-vinylquinoline), C(C1=CC=CC=C1)N(C[Si](C)(C)C)COC (benzyl methoxymethyl trimethylsilylmethyl amine), FC(C(=O)O)(F)F (trifluoroacetic acid). The solvent is ClCCl (dichloromethane). Product: C(C1=CC=CC=C1)N1CC(CC1)C=1C=CC=C2C=C(C=NC12)S(=O)(=O)C1=CC=CC=C1 (8-(1-Benzylpyrrolidin-3-yl)-3-(phenylsulfonyl)quinoline). Yield: 32.9%. Reaction SMILES: [C:1]1([S:7]([C:10]2[CH:11]=[N:12][C:13]3[C:18]([CH:19]=2)=[CH:17][CH:16]=[CH:15][C:14]=3[CH:20]=[CH2:21])(=[O:9])=[O:8])[CH:6]=[CH:5][CH:4]=[CH:3][CH:2]=1.[CH2:22]([N:29]([CH2:35]OC)[CH2:30][Si](C)(C)C)[C:23]1[CH:28]=[CH:27][CH:26]=[CH:25][CH:24]=1.FC(F)(F)C(O)=O>ClCCl>[CH2:22]([N:29]1[CH2:35][CH2:21][CH:20]([C:14]2[CH:15]=[CH:16][CH:17]=[C:18]3[C:13]=2[N:12]=[CH:11][C:10]([S:7]([C:1]2[CH:6]=[CH:5][CH:4]=[CH:3][CH:2]=2)(=[O:8])=[O:9])=[CH:19]3)[CH2:30]1)[C:23]1[CH:28]=[CH:27][CH:26]=[CH:25][CH:24]=1. Procedure: 3-(Phenylsulfonyl)-8-vinylquinoline (210 mg, 0.71 mmol, prepared according to WO2007039219) was reacted with benzyl methoxymethyl trimethylsilylmethyl amine (253 mg, 1.07 mmol) in dichloromethane (2 ml) in the presence of trifluoroacetic acid for 20 minutes. The solution was washed with a saturated aqueous solution of NaHCO3 solution, dried over MgSO4, filtered and concentrated in vacuo. The residue was purified by chromatography (100% dichloromethane) to give the title compound as a colourless ...